From a dataset of the Open Reaction Database (ORD), a public repository of structured organic reaction records. describe an organic reaction: reactants, conditions, products, and yield Starting materials: O (Water), [H-].[Na+] (sodium hydride), COC(=O)C1=CC=C(C=C1)C=O (methyl terephthalaldehydate), [Br-].C1(CC1)[P+](C1=CC=CC=C1)(C1=CC=CC=C1)C1=CC=CC=C1 (cyclopropyltriphenylphosphonium bromide). The solvent is O1CCCC1 (tetrahydrofuran). Run at temperature 70 celsius, time 2 hour. Yields the product C1(CC1)=CC1=CC=C(C(=O)OC)C=C1 (methyl 4-(cyclopropylidenemethyl)benzoate). The yield is 69.8%. As a reaction SMILES: [H-].[Na+].[Br-].[CH:4]1([P+](C2C=CC=CC=2)(C2C=CC=CC=2)C2C=CC=CC=2)[CH2:6][CH2:5]1.[CH3:26][O:27][C:28]([C:30]1[CH:35]=[CH:34][C:33]([CH:36]=O)=[CH:32][CH:31]=1)=[O:29].O>O1CCCC1>[C:4]1(=[CH:36][C:33]2[CH:34]=[CH:35][C:30]([C:28]([O:27][CH3:26])=[O:29])=[CH:31][CH:32]=2)[CH2:6][CH2:5]1 |f:0.1,2.3|. Reported procedure: To a suspension of sodium hydride (60%, 0.27 g) in tetrahydrofuran (40 mL) was added cyclopropyltriphenylphosphonium bromide (2.6 g), and the mixture was stirred at 70° C. for 2 hours. To the reaction mixture was added methyl terephthalaldehydate (1.0 g), and the mixture was stirred at 70° C. for 7 days. Water was added to the reaction mixture, and the mixture was extracted with diethyl ether. The organic layer was washed with water and brine, and dried over anhydrous magnesium sulfate, and the ... Starting materials: FC1=CC=C(C=C1)C1=NC(=C(C=C1C1=CC=NC=C1)C#N)O (2-(4-Fluorophenyl)-6-hydroxy-3,4′-bipyridine-5-carbonitrile), O=P(Cl)(Cl)Cl (POCl3), N (NH3). Solvent: CN(C)C=O (DMF). The product is ClC1=C(C=C(C(=N1)C1=CC=C(C=C1)F)C1=CC=NC=C1)C#N (6-Chloro-2-(4-fluorophenyl)-3,4′-bipyridine-5-carbonitrile). The yield is 55.4%. As a reaction SMILES: [F:1][C:2]1[CH:7]=[CH:6][C:5]([C:8]2[C:13]([C:14]3[CH:19]=[CH:18][N:17]=[CH:16][CH:15]=3)=[CH:12][C:11]([C:20]#[N:21])=[C:10](O)[N:9]=2)=[CH:4][CH:3]=1.O=P(Cl)(Cl)[Cl:25].N>CN(C=O)C>[Cl:25][C:10]1[N:9]=[C:8]([C:5]2[CH:6]=[CH:7][C:2]([F:1])=[CH:3][CH:4]=2)[C:13]([C:14]2[CH:19]=[CH:18][N:17]=[CH:16][CH:15]=2)=[CH:12][C:11]=1[C:20]#[N:21]. Reported procedure: A mixture of 2-(4-fluorophenyl)-6-hydroxy-3,4′-bipyridine-5-carbonitrile (6.57 g, 22.5 mmol, obtained in reference example 10), POCl3 (26.3 mL, 287.5 mmol) and DMF (0.37 mL) was heated to reflux under argon atmosphere for 2 h. It was cooled with an ice bath and basified by adding 30% aqueous NH3. The precipitate obtained was filtered and washed with water. The product was purified by chromatography on silica gel using hexane-EtOAc mixtures of increasing polarity as eluent, to afford 3.86 g of th... Starting materials: [H][H] (hydrogen), CC(=O)C (acetone), C(C)(C)(C)OC1=CC=C(C=O)C=C1 (p-tert.-butoxy-benzaldehyde), C (charcoal). Reagents/catalysts: [O-2].[Zn+2] (zinc oxide), [Pd] (palladium). Product: C(C)(C)(C)OC1=CC=C(C=C1)CCC(C)=O (1-(4-tert.-butoxy-phenyl)-butan-3-one). Isolated yield 43.1%. As a reaction SMILES: [CH3:1][C:2]([CH3:4])=[O:3].[C:5]([O:9][C:10]1[CH:17]=[CH:16][C:13]([CH:14]=O)=[CH:12][CH:11]=1)([CH3:8])([CH3:7])[CH3:6].C.[H][H]>[O-2].[Zn+2].[Pd]>[C:5]([O:9][C:10]1[CH:17]=[CH:16][C:13]([CH2:14][CH2:1][C:2](=[O:3])[CH3:4])=[CH:12][CH:11]=1)([CH3:8])([CH3:7])[CH3:6] |f:4.5|. Procedure: 58 g (1 mole) of acetone and 36 g (0.2 mole) of p-tert.-butoxy-benzaldehyde are introduced into a 300 ml stirred autoclave, 5 g of zinc oxide and 1 g of 1% strength palladium on active charcoal are added and the mixture is heated to 160° C., with vigorous stirring, under 20 bar hydrogen pressure. After a reaction time of 2 hours, the reaction mixture is cooled, freed from catalyst by filtration, and subjected to fractional distillation. 19 g of 1-(4-tert.-butoxy-phenyl)-butan-3-one (yield: 43%) ... Product: Cl, CN(C)CCCNC(=O)c1ccc(-n2nc3c4cccc(F)c4[nH]cc-3c2=O)cc1. Reaction SMILES: [CH3:25][N:26]([CH2:27][CH2:28][CH2:29][NH2:30])[CH3:31].[F:1][c:2]1[cH:3][cH:4][cH:5][c:6]2[c:7]3[n:14][n:13](-[c:15]4[cH:16][cH:17][c:18]([C:19](=[O:20])[Cl:21])[cH:22][cH:23]4)[c:12](=[O:24])[c:8]-3[cH:9][nH:10][c:11]12.[O:32]1[CH2:33][CH2:34][CH2:35][CH2:36]1>>[ClH:21].[F:1][c:2]1[cH:3][cH:4][cH:5][c:6]2[c:7]3[n:14][n:13](-[c:15]4[cH:16][cH:17][c:18]([C:19](=[O:20])[NH:30][CH2:29][CH2:28][CH2:27][N:26]([CH3:25])[CH3:31])[cH:22][cH:23]4)[c:12](=[O:24])[c:8]-3[cH:9][nH:10][c:11]12. Starting materials: CN(C)CCCN, O=C(Cl)c1ccc(-n2nc3c4cccc(F)c4[nH]cc-3c2=O)cc1, C1CCOC1. Reactants: ClC1=CC=C(C(=C1C(=O)C1=CC=CC=C1)F)C(Br)Br ((6-chloro-3-dibromomethyl-2-fluoro-phenyl)-phenyl-methanone), C(C)(C)O (isopropanol), O (water). Reagents/catalysts: [N+](=O)([O-])[O-].[Ag+] (silver nitrate). Solvent: ClCCl (Dichloromethane). Run at time 8 hour. Yields the product C(C1=CC=CC=C1)(=O)C=1C(=C(C=O)C=CC1Cl)F (3-benzoyl-4-chloro-2-fluoro-benzaldehyde). The yield is 90.0%. As a reaction SMILES: [Cl:1][C:2]1[C:7]([C:8]([C:10]2[CH:15]=[CH:14][CH:13]=[CH:12][CH:11]=2)=[O:9])=[C:6]([F:16])[C:5]([CH:17](Br)Br)=[CH:4][CH:3]=1.C([OH:23])(C)C.O>[N+]([O-])([O-])=O.[Ag+].ClCCl>[C:8]([C:7]1[C:6]([F:16])=[C:5]([CH:4]=[CH:3][C:2]=1[Cl:1])[CH:17]=[O:23])(=[O:9])[C:10]1[CH:15]=[CH:14][CH:13]=[CH:12][CH:11]=1 |f:3.4|. Procedure details: Step 4 A mixture of (6-chloro-3-dibromomethyl-2-fluoro-phenyl)-phenyl-methanone (582 mg, 1.38 mmol), silver nitrate (469 mg, 2.76 mmol), isopropanol (10 ml) and water (2 ml) was stirred at room temperature overnight. Dichloromethane was added and the mixture was filtered under suction washing with isopropanol. The organic liquors were concentrated then purified by silica chromatography eluting with 0-20% ethyl acetate/petroleum ether furnishing 3-benzoyl-4-chloro-2-fluoro-benzaldehyde (222 mg oi...